The task is: describe an organic reaction: reactants, conditions, products, and yield. This data is from the Open Reaction Database (ORD), a public repository of structured organic reaction records. Starting materials: [H][H] (hydrogen), CCOCC (ether), Cl.O[C@H]1C(N(C2=C(C[C@H]1C1=CC=C(C=C1)OC)C(=CC=C2)C(F)(F)F)CC2=NC=CC=C2)=O ((3R-cis)-1,3,4,5-Tetrahydro-3-hydroxy-4-(4-methoxyphenyl)-1-(2-pyridinylmethyl)-6-(trifluoromethyl)-2H-1-benzazepin-2-one, monohydrochloride). Reagents/catalysts: O=[Pt]=O (PtO2). Run in C(C)(C)O (isopropyl alcohol), CC#N (CH3CN), C(C)O (ethanol). Product: Cl.O[C@H]1C(N(C2=C(C[C@H]1C1=CC=C(C=C1)OC)C(=CC=C2)C(F)(F)F)CC2NCCCC2)=O ((3R-cis)-1,3,4,5-Tetrahydro-3-hydroxy-4-(4-methoxyphenyl)-1-(2-piperidinylmethyl)-6-(trifluoromethyl)-2H-1-benzazepin-2-one, monohydrochloride). Reaction SMILES: [ClH:1].[OH:2][C@@H:3]1[C@H:9]([C:10]2[CH:15]=[CH:14][C:13]([O:16][CH3:17])=[CH:12][CH:11]=2)[CH2:8][C:7]2[C:18]([C:22]([F:25])([F:24])[F:23])=[CH:19][CH:20]=[CH:21][C:6]=2[N:5]([CH2:26][C:27]2[CH:32]=[CH:31][CH:30]=[CH:29][N:28]=2)[C:4]1=[O:33].[H][H].CCOCC>C(O)C.CC#N.C(O)(C)C.O=[Pt]=O>[ClH:1].[OH:2][C@@H:3]1[C@H:9]([C:10]2[CH:11]=[CH:12][C:13]([O:16][CH3:17])=[CH:14][CH:15]=2)[CH2:8][C:7]2[C:18]([C:22]([F:23])([F:25])[F:24])=[CH:19][CH:20]=[CH:21][C:6]=2[N:5]([CH2:26][CH:27]2[CH2:32][CH2:31][CH2:30][CH2:29][NH:28]2)[C:4]1=[O:33] |f:0.1,8.9|. Procedure details: A solution of 3.00 g (6.09 mmol) of the title compound from Example 23 in 200 ml of ethanol was treated with 0.30 g of PtO2 and placed on the Parr apparatus under 50 psi of hydrogen for 2 hours. TLC at this point indicated the reduction of the pyridyl group was complete. The catalyst was filtered under nitrogen and solvent evaporated to give a solid residue. The latter was dissolved in 30 ml of CH3CN and luted with 330 ml of ether to give a solid. This mixture was cooled overnight and filtered t... The reactants are CC=1C=C(C=O)C=C(C1OCOCCOC)C (3,5-dimethyl-4-methoxyethoxymethoxybenzaldehyde), COC=1C=C(CC#N)C=CC1OC (3,4-dimethoxybenzyl cyanide). Product: COC=1C=C(C=CC1OC)/C(/C#N)=C/C1=CC(=C(C(=C1)C)O)C ((Z)-2-(3,4-dimethoxy-phenyl)-3-(4-hydroxy-3,5-dimethyl-phenyl)-acrylonitrile). Isolated yield 57.8%. RXN SMILES: [CH3:1][C:2]1[CH:3]=[C:4]([CH:7]=[C:8]([CH3:17])[C:9]=1[O:10]COCCOC)[CH:5]=O.[CH3:18][O:19][C:20]1[CH:21]=[C:22]([CH:26]=[CH:27][C:28]=1[O:29][CH3:30])[CH2:23][C:24]#[N:25]>>[CH3:18][O:19][C:20]1[CH:21]=[C:22](/[C:23](=[CH:5]/[C:4]2[CH:7]=[C:8]([CH3:17])[C:9]([OH:10])=[C:2]([CH3:1])[CH:3]=2)/[C:24]#[N:25])[CH:26]=[CH:27][C:28]=1[O:29][CH3:30]. Reported procedure: The hydroxyl group of 3,5-dimethyl-4-hydroxybenzaldehyde (2.3 g) was protected by use of 2-methoxyethoxymethyl chloride (3.4 g) in accordance with (production process 1), to thereby produce 3,5-dimethyl-4-methoxyethoxymethoxybenzaldehyde (2.7 g, yield: 62%). The thus-produced 3,5-dimethyl-4-methoxyethoxymethoxybenzaldehyde (2.0 g) and 3,4-dimethoxybenzyl cyanide (1.5 g) were subjected to condensation in accordance with process A of (production process 2), to thereby yield an MEM form of the targ... The reactants are BrCc1ccccc1, CCCCNc1c(N)cc(C(=O)O)cc1S(N)(=O)=O, [Na+], [OH-], O. Yields the product CCCCNc1c(NCc2ccccc2)cc(C(=O)O)cc1S(N)(=O)=O. As a reaction SMILES: [Br:22][CH2:23][c:24]1[cH:25][cH:26][cH:27][cH:28][cH:29]1.[NH2:1][c:2]1[cH:3][c:4]([C:5](=[O:6])[OH:7])[cH:8][c:9]([S:16]([NH2:17])(=[O:18])=[O:19])[c:10]1[NH:11][CH2:12][CH2:13][CH2:14][CH3:15].[Na+:21].[OH-:20].[OH2:30]>>[NH:1]([c:2]1[cH:3][c:4]([C:5](=[O:6])[OH:7])[cH:8][c:9]([S:16]([NH2:17])(=[O:18])=[O:19])[c:10]1[NH:11][CH2:12][CH2:13][CH2:14][CH3:15])[CH2:23][c:24]1[cH:25][cH:26][cH:27][cH:28][cH:29]1. Starting materials: [Al+3].[Cl-].[Cl-].[Cl-] (AlCl3), BrC1=C(C=CC=C1)C (2-bromotoluene), ClC(C)(CCC(C)(C)Cl)C (2,5-dichloro-2,5-dimethylhexane), BrC1=C(C=CC=C1)C (2-bromotoluene), O (water). Product: BrC1=CC=2C(CCC(C2C=C1C)(C)C)(C)C (2-bromo-5,6,7,8-tetrahydro-3,5,5,8,8-pentamethylnaphthalene). As a reaction SMILES: [Al+3].[Cl-].[Cl-].[Cl-].Cl[C:6]([CH3:14])([CH2:8][CH2:9][C:10](Cl)([CH3:12])[CH3:11])[CH3:7].O.[Br:16][C:17]1[CH:22]=[CH:21][CH:20]=[CH:19][C:18]=1[CH3:23]>>[Br:16][C:17]1[C:18]([CH3:23])=[CH:19][C:20]2[C:10]([CH3:12])([CH3:11])[CH2:9][CH2:8][C:6]([CH3:14])([CH3:7])[C:21]=2[CH:22]=1 |f:0.1.2.3|. Procedure: 30 ml of 2-bromotoluene and 14 g (0.11 mol) of AlCl3 were introduced into a three-necked flask, cooling was carried out to 0° C. and a solution of 50 g (0.27 mol) of 2,5-dichloro-2,5-dimethylhexane in 100 ml of 2-bromotoluene was added dropwise, and the reaction mixture was permitted to heat to room temperature. The reaction mixture was poured into water and extracted with dichloromethane. The organic phase was separated by settling, washed with an aqueous sodium bicarbonate solution and evapora... The reactants are N#N (N2), [OH-].[K+] (KOH), C(C)(C)(C)OC(=O)N1CC(CC1)N1C(CCC1)C (2-Methyl-[1,3′]bipyrrolidinyl-1′-carboxylic acid tert-butyl ester), Cl (HCl). Solvent: CO (MeOH), O1CCOCC1 (dioxane), C(Cl)Cl (DCM). Run at time 8 hour. The product is Cl.CC1N(CCC1)C1CNCC1 (2-Methyl-[1,3′]bipyrrolidinyl hydrochloride). RXN SMILES: C(OC([N:8]1[CH2:12][CH2:11][CH:10]([N:13]2[CH2:17][CH2:16][CH2:15][CH:14]2[CH3:18])[CH2:9]1)=O)(C)(C)C.[ClH:19].N#N.[OH-].[K+]>O1CCOCC1.C(Cl)Cl.CO>[ClH:19].[CH3:18][CH:14]1[CH2:15][CH2:16][CH2:17][N:13]1[CH:10]1[CH2:11][CH2:12][NH:8][CH2:9]1 |f:3.4,8.9|. Procedure: 2-Methyl-[1,3′]bipyrrolidinyl-1′-carboxylic acid tert-butyl ester (5.50 g, 21.62 mmol) was treated with 20 mL of 4 M HCl in dioxane at 0° C. The solution was stirred under nitrogen at r.t. overnight. TLC (10% MeOH in DCM) did not detect the starting material. N2 was passed through the solution with stirring. The outlet was passed through KOH solution to absorb HCl for 30 min. The solvent was removed by evaporation to dryness to get the title compound as a hygroscopic gummy material, 5.3 g (˜100%...